Dataset: the Open Reaction Database (ORD), a public repository of structured organic reaction records. Task: describe an organic reaction: reactants, conditions, products, and yield Starting materials: ClC1=NC=NC2=CC(=C(C=C12)OC)OCC1CCN(CC1)C (4-chloro-6-methoxy-7-[(1-methylpiperidin-4-yl)methoxy]quinazoline), NC(CCSC)C(=O)O (D,L-methionine), [OH-].[Na+] (sodium hydroxide). The solvent is CS(=O)(=O)O (methanesulphonic acid). Run at temperature 150 celsius. Product: CN1CCC(CC1)COC1=C(C=C2C(=NC=NC2=C1)O)O (7-[(1-methylpiperidin-4-yl)methoxy]quinazoline-4,6-diol). Isolated yield 71.0%. RXN SMILES: Cl[C:2]1[C:11]2[C:6](=[CH:7][C:8]([O:14][CH2:15][CH:16]3[CH2:21][CH2:20][N:19]([CH3:22])[CH2:18][CH2:17]3)=[C:9]([O:12]C)[CH:10]=2)[N:5]=[CH:4][N:3]=1.NC(C(O)=[O:30])CCSC.[OH-].[Na+]>CS(O)(=O)=O>[CH3:22][N:19]1[CH2:20][CH2:21][CH:16]([CH2:15][O:14][C:8]2[CH:7]=[C:6]3[C:11]([C:2]([OH:30])=[N:3][CH:4]=[N:5]3)=[CH:10][C:9]=2[OH:12])[CH2:17][CH2:18]1 |f:2.3|. Reported procedure: A mixture of 4-chloro-6-methoxy-7-[(1-methylpiperidin-4-yl)methoxy]quinazoline (see Journal of Medicinal Chemistry, 2002, 45, 1300-12, 9.8 g, 30 mmol), D,L-methionine (7.15 g, 48 mmol) and methanesulphonic acid (50 ml) was heated at 150° C. for 32 hours. The reaction mixture was allowed to cool to room temperature. The pH was adjusted to 8 with aqueous sodium hydroxide then, aqueous sodium hydrogen carbonate and concentrated to half the original volume. The resultant solid was filtered and washe... Reactants: CN(C)C=O, Cc1c(Cl)nn2ncnc2c1C, [H-], [Na+], O, CC(C)(CO)CS(N)(=O)=O. The product is Cc1c(OCC(C)(C)CS(N)(=O)=O)nn2ncnc2c1C. Reaction SMILES: [CH3:26][N:27]([CH3:28])[CH:29]=[O:30].[Cl:13][c:14]1[c:15]([CH3:24])[c:16]([CH3:23])[c:17]2[n:18]([n:19]1)[n:20][cH:21][n:22]2.[H-:1].[Na+:2].[OH2:25].[OH:3][CH2:4][C:5]([CH2:6][S:7](=[O:8])(=[O:9])[NH2:10])([CH3:11])[CH3:12]>>[O:3]([CH2:4][C:5]([CH2:6][S:7](=[O:8])(=[O:9])[NH2:10])([CH3:11])[CH3:12])[c:14]1[c:15]([CH3:24])[c:16]([CH3:23])[c:17]2[n:18]([n:19]1)[n:20][cH:21][n:22]2. The reactants are N1=CC(=CC=C1)N=C=O (3-pyridylisocyanate), ClC=1C=C2CCNC2=CC1C (5-Chloro-6-methylindoline). Product: ClC=1C=C2CCN(C2=CC1C)C(NC=1C=NC=CC1)=O (5-Chloro-6-methyl-1-(3-pyridylcarbamoyl)indoline). RXN SMILES: [N:1]1[CH:6]=[CH:5][CH:4]=[C:3]([N:7]=[C:8]=[O:9])[CH:2]=1.[Cl:10][C:11]1[CH:12]=[C:13]2[C:17](=[CH:18][C:19]=1[CH3:20])[NH:16][CH2:15][CH2:14]2>>[Cl:10][C:11]1[CH:12]=[C:13]2[C:17](=[CH:18][C:19]=1[CH3:20])[N:16]([C:8](=[O:9])[NH:7][C:3]1[CH:2]=[N:1][CH:6]=[CH:5][CH:4]=1)[CH2:15][CH2:14]2. Procedure: The title compound was prepared as in the method of (Example 2) from 3-pyridylisocyanate and 5-chloro-6-methylindoline (D45) to give (E23) (0.76 g, 73%) m.p. 217°-218° C.